This data is from the Open Reaction Database (ORD), a public repository of structured organic reaction records. The task is: describe an organic reaction: reactants, conditions, products, and yield Reactants: S(O)(O)(=O)=O (sulfuric acid), OO (hydrogen peroxide), CNC(=O)ON=CC(C)(SC)C (2-methyl-2-(methylthio)propionaldehyde O-(methylcarbamoyl)oxime), C(=O)O (formic acid), C(Cl)Cl (methylene chloride), C(Cl)Cl (methylene chloride). Run at temperature 5 celsius, time 2 hour. Product: CC(C=O)(C)S(=O)(=O)C (2-methyl-2-(methylsulfonyl)propionaldehyde). RXN SMILES: OO.CNC(ON=[CH:9][C:10](C)(SC)[CH3:11])=O.[CH:15]([OH:17])=O.[S:18](=[O:22])(=O)(O)[OH:19].[CH2:23](Cl)Cl>>[CH3:9][C:10]([S:18]([CH3:23])(=[O:22])=[O:19])([CH3:11])[CH:15]=[O:17]. Reported procedure: 55 grams of a 30 percent aqueous hydrogen peroxide solution was added dropwise to a mixture of 55 grams of 2-methyl-2-(methylthio)propionaldehyde O-(methylcarbamoyl)oxime and 15 grams of formic acid in 200 grams of methylene chloride solution over a 15-20 minute period. The temperature rose from 25° to 40° C. during the addition. When the addition was complete 3 grams of concentrated sulfuric acid was added dropwise to maintain a gentle reflux followed by an additional 2 hours of reflux at 40°-4... The reactants are CCN(C(C)C)C(C)C, NCC1Cc2cc(Cl)c3c(c2O1)CCC3, O=C(Cl)OCc1ccccc1. Product: O=C(NCC1Cc2cc(Cl)c3c(c2O1)CCC3)OCc1ccccc1. As a reaction SMILES: [CH:16]([N:17]([CH:18]([CH3:19])[CH3:20])[CH2:21][CH3:22])([CH3:23])[CH3:24].[Cl:1][c:2]1[cH:3][c:4]2[c:5]([c:11]3[c:15]1[CH2:14][CH2:13][CH2:12]3)[O:6][CH:7]([CH2:9][NH2:10])[CH2:8]2.[Cl:25][C:26](=[O:27])[O:28][CH2:29][c:30]1[cH:31][cH:32][cH:33][cH:34][cH:35]1>>[Cl:1][c:2]1[cH:3][c:4]2[c:5]([c:11]3[c:15]1[CH2:14][CH2:13][CH2:12]3)[O:6][CH:7]([CH2:9][NH:10][C:26](=[O:27])[O:28][CH2:29][c:30]1[cH:31][cH:32][cH:33][cH:34][cH:35]1)[CH2:8]2. Starting materials: [OH-].[Na+] (NaOH), CC(C)(C)NCC(COC1=C(C=CC=C1)C#CC1=CC=C(C#N)C=C1)O (4-[2-[3-[(1,1-dimethylethyl)amino]-2-hydroxypropoxy]phenylethynyl]benzonitrile), [OH-].[Na+] (NaOH), product. The solvent is C(C)O (ethanol), C(C)O (ethanol). Yields the product CC(C)(C)NCC(COC1=C(C=CC=C1)C#CC1=CC=C(C(=O)N)C=C1)O (4-[[2-[3-[(1,1-dimethylethyl)amino]-2-hydroxypropoxy]phenyl]ethynyl]benzamide). Yield: 71.8%. RXN SMILES: [OH-:1].[Na+].[CH3:3][C:4]([NH:7][CH2:8][CH:9]([OH:28])[CH2:10][O:11][C:12]1[CH:17]=[CH:16][CH:15]=[CH:14][C:13]=1[C:18]#[C:19][C:20]1[CH:27]=[CH:26][C:23]([C:24]#[N:25])=[CH:22][CH:21]=1)([CH3:6])[CH3:5]>C(O)C>[CH3:6][C:4]([NH:7][CH2:8][CH:9]([OH:28])[CH2:10][O:11][C:12]1[CH:17]=[CH:16][CH:15]=[CH:14][C:13]=1[C:18]#[C:19][C:20]1[CH:27]=[CH:26][C:23]([C:24]([NH2:25])=[O:1])=[CH:22][CH:21]=1)([CH3:3])[CH3:5] |f:0.1|. Procedure details: A solution of 11.5 ml (31.5 mmoles) of 3N NaOH solution was added to a solution of 5.8 g (15.3 m moles) of 4-[2-[3-[(1,1-dimethylethyl)amino]-2-hydroxypropoxy]phenylethynyl]benzonitrile, the product of Example 14 in 50 ml of 95% ethanol. The mixture was heated under reflux for 30 min. The solution of 25 ml of 95% ethanol and 5.0 ml of 3N aqueous NaOH was added. The mixture was heated under reflux for 15 min. The solution was cooled and the solid collected by filtration. The solid was recrystalli... The reactants are O1C2=C(CC(CC1)=O)C=CC=C2 (2,3-dihydro-5H-benzo[b]oxepin-4-one), CN(C)C=O (DMF), P(=O)(Cl)(Cl)Cl (Phosphorus oxychloride), CN(C)C=O (DMF), ice, ice water. Yields the product ClC1=C(C2=C(OCC1)C=CC=C2)C=O (4-chloro-2,3-dihydro-benzo[b]oxepine-5-carbaldehyde). Reaction conditions: time 2 day. Procedure details: Phosphorus oxychloride (1.4 ml, 15.2 mmol) was added dropwise to anhydrous DMF (5 ml) at 0° C. After 30 minutes a solution of 2,3-dihydro-5H-benzo[b]oxepin-4-one (980 mg, 6.04 mmol) in anhydrous DMF (5 ml) was added dropwise and this was allowed to stir at room temperature for 2 days. The reaction mixture was then added to ice water, and the ice allowed to melt before extracting into ethyl acetate and washing with water and brine to give 4-chloro-2,3-dihydro-benzo[b]oxepine-5-carbaldehyde. RXN SMILES: P(Cl)(Cl)([Cl:3])=O.[O:6]1[CH2:12][CH2:11][C:10](=O)[CH2:9][C:8]2[CH:14]=[CH:15][CH:16]=[CH:17][C:7]1=2.CN([CH:21]=[O:22])C>>[Cl:3][C:10]1[CH2:11][CH2:12][O:6][C:7]2[CH:17]=[CH:16][CH:15]=[CH:14][C:8]=2[C:9]=1[CH:21]=[O:22]. Reactants: C([O-])([O-])=O.[Cs+].[Cs+] (cesium carbonate), ICCC (1-iodopropane), N1(CCOCC1)C(=O)[C@H]1CN(C[C@H](C1)NS(=O)(=O)C1=C(C=CC=C1)[N+](=O)[O-])C(=O)OC(C)(C)C (tert-Butyl (3R,5S)-3-(morpholin-4-ylcarbonyl)-5-{[(2-nitrophenyl)sulfonyl]amino}piperidine-1-carboxylate). Solvent: O (water), CC(=O)N(C)C (DMA). Run at temperature 60 celsius, time 4 hour. The product is N1(CCOCC1)C(=O)[C@H]1CN(C[C@H](C1)N(CCC)S(=O)(=O)C1=C(C=CC=C1)[N+](=O)[O-])C(=O)OC(C)(C)C (tert-butyl (3R,5S)-3-(morpholin-4-ylcarbonyl)-5-{[(2-nitrophenyl)sulfonyl](propyl)amino}piperidine-1-carboxylate). RXN SMILES: [N:1]1([C:7]([C@@H:9]2[CH2:14][C@H:13]([NH:15][S:16]([C:19]3[CH:24]=[CH:23][CH:22]=[CH:21][C:20]=3[N+:25]([O-:27])=[O:26])(=[O:18])=[O:17])[CH2:12][N:11]([C:28]([O:30][C:31]([CH3:34])([CH3:33])[CH3:32])=[O:29])[CH2:10]2)=[O:8])[CH2:6][CH2:5][O:4][CH2:3][CH2:2]1.C(=O)([O-])[O-].[Cs+].[Cs+].I[CH2:42][CH2:43][CH3:44]>CC(N(C)C)=O.O>[N:1]1([C:7]([C@@H:9]2[CH2:14][C@H:13]([N:15]([S:16]([C:19]3[CH:24]=[CH:23][CH:22]=[CH:21][C:20]=3[N+:25]([O-:27])=[O:26])(=[O:17])=[O:18])[CH2:42][CH2:43][CH3:44])[CH2:12][N:11]([C:28]([O:30][C:31]([CH3:34])([CH3:33])[CH3:32])=[O:29])[CH2:10]2)=[O:8])[CH2:6][CH2:5][O:4][CH2:3][CH2:2]1 |f:1.2.3|. Procedure: tert-Butyl (3R,5S)-3-(morpholin-4-ylcarbonyl)-5-{[(2-nitrophenyl)sulfonyl]amino}piperidine-1-carboxylate (4.68 g) was dissolved in DMA (20 ml), cesium carbonate (9.18 g) and 1-iodopropane (1.83 ml) were added, and the mixture was stirred at 60° C. for 4 hr. The reaction mixture was diluted with water, and extracted with ethyl acetate. The extract was washed with saturated brine, dried over anhydrous magnesium sulfate and concentrated under reduced pressure. The residue was subjected to silica ge...